Task: describe an organic reaction: reactants, conditions, products, and yield. Dataset: the Open Reaction Database (ORD), a public repository of structured organic reaction records The yield is 40.0%. RXN SMILES: Cl[CH:2]([CH2:5][C:6]1[CH:11]=[CH:10][CH:9]=[CH:8][CH:7]=1)[CH:3]=[O:4].[CH3:12][O:13][C:14]1[CH:19]=[CH:18][C:17]([S:20]([N:23]=[CH:24]/[CH:25]=[CH:26]/[C:27]2[CH:32]=[CH:31][CH:30]=[CH:29][CH:28]=2)(=[O:22])=[O:21])=[CH:16][CH:15]=1.CCN(C(C)C)C(C)C>>[CH2:5]([C@H:2]1[C@@H:26]([C:27]2[CH:28]=[CH:29][CH:30]=[CH:31][CH:32]=2)[CH:25]=[CH:24][N:23]([S:20]([C:17]2[CH:16]=[CH:15][C:14]([O:13][CH3:12])=[CH:19][CH:18]=2)(=[O:22])=[O:21])[C:3]1=[O:4])[C:6]1[CH:11]=[CH:10][CH:9]=[CH:8][CH:7]=1. The product is C(C1=CC=CC=C1)[C@@H]1C(N(C=C[C@@H]1C1=CC=CC=C1)S(=O)(=O)C1=CC=C(C=C1)OC)=O (cis-3-Benzyl-1-(4-methoxyphenylsulfonyl)-4-phenyl-3,4-dihydropyridin-2(1H)-one). Procedure: The title compound was prepared according to the general procedure from 2-chloro-3-phenylpropanal and trans-N-(4-methoxybenzenesulfonyl)-3-phenyprop-2-ene-1-imine using 10 mol % 7 and 1.5 equiv DIPEA in 40% yield. 1H NMR (400 MHz, CDCl3) δ 8.02 (dd, 2H, J=7.0, 2.1 Hz), 7.24-7.10 (m, 4H), 7.09-6.94 (m, 7H), 6.47 (dd, 2H, J=8.0, 1.0 Hz), 5.48 (dd, 1H, J=8.0, 6.3 Hz), 3.90 (s, 3H), 3.33-3.30 (m, 1H), 3.27-3.21 (m, 1H), 3.15 (dd, 1H, J=14.6, 4.3 Hz), 2.10 (dd, 1H, J=14.6, 9.0 Hz); 13C NMR (100 MHz, ... Starting materials: ClC(C=O)CC1=CC=CC=C1 (2-chloro-3-phenylpropanal), Na, XX, COC1=CC=C(C=C1)S(=O)(=O)N=C\C=C\C1=CC=CC=C1 (trans-N-(4-methoxybenzenesulfonyl)-3-phenyprop-2-ene-1-imine), CCN(C(C)C)C(C)C (DIPEA). Reactants: C(CCl)Cl (EDC), Cl.CNOC (N,O-dimethylhydroxylamine hydrochloride), CCN(C(C)C)C(C)C (DIEA), C(C)(C)(C)OC(=O)N1CCC(CC1)CCC(=O)O (3-(1-(tert-Butoxycarbonyl)piperidin-4-yl)propionic acid). Reagents/catalysts: CN(C1=CC=NC=C1)C (4-(Dimethylamino)pyridine). Run in O1CCOCC1 (1,4-dioxane). Run at time 16 hour. The product is CON(C(CCC1CCN(CC1)C(=O)OC(C)(C)C)=O)C (N-methoxy-N-methyl-3-(1-(tert-butoxycarbonyl)piperidin-4-yl)propionamide). The yield is 100.0%. Reaction SMILES: Cl.[CH3:2][NH:3][O:4][CH3:5].CCN(C(C)C)C(C)C.[C:15]([O:19][C:20]([N:22]1[CH2:27][CH2:26][CH:25]([CH2:28][CH2:29][C:30]([OH:32])=O)[CH2:24][CH2:23]1)=[O:21])([CH3:18])([CH3:17])[CH3:16].C(Cl)CCl>O1CCOCC1.CN(C)C1C=CN=CC=1>[CH3:5][O:4][N:3]([CH3:2])[C:30](=[O:32])[CH2:29][CH2:28][CH:25]1[CH2:24][CH2:23][N:22]([C:20]([O:19][C:15]([CH3:16])([CH3:17])[CH3:18])=[O:21])[CH2:27][CH2:26]1 |f:0.1|. Reported procedure: Molecular sieve pellets (4 Å), N,O-dimethylhydroxylamine hydrochloride (227 mg, 3.32 mmol), and DIEA (0.41 mL, 0.30 g, 2.4 mmol) were added to a solution of 3-(1-(tert-butoxycarbonyl)piperidin-4-yl)propionic acid (500 mg, 1.94 mmol, from Step A) in 1,4-dioxane (10 mL). 4-(Dimethylamino)pyridine (57 mg, 0.47 mmol) and EDC (483 mg, 2.52 mmol) were added and the mixture was stirred for 16 h at rt. The mixture was partitioned between EtOAc (50 mL) and 1 N aq. HCl (50 mL). The aqueous layer was extra... Reactants: F[C@@H]1[C@@H]2C=3C=CC(=CC3C[C@H]([C@H]2[C@@H]2CCC([C@@]2(C)C1)=O)CCCCCNC)O (11β-fluoro-3-hydroxy-7α-(5-(methyl-amino)-pentyl)-estra-1,3,5(10)-trien-17-one), [BH4-].[Na+] (sodium borohydride). The solvent is CO (methanol). Conditions: time 15 minute. The product is F[C@@H]1[C@@H]2C=3C=CC(=CC3C[C@H]([C@H]2[C@@H]2CC[C@@H]([C@@]2(C)C1)O)CCCCCNC)O (11β-fluoro-7α-(5-(methyl-amino)-pentyl)-estra-1,3,5(10)-triene-3,17β-diol). The yield is 61.0%. Reaction SMILES: [F:1][C@H:2]1[CH2:19][C@@:17]2([CH3:18])[C@@H:13]([CH2:14][CH2:15][C:16]2=[O:20])[C@H:12]2[C@H:3]1[C:4]1[CH:5]=[CH:6][C:7]([OH:28])=[CH:8][C:9]=1[CH2:10][C@H:11]2[CH2:21][CH2:22][CH2:23][CH2:24][CH2:25][NH:26][CH3:27].[BH4-].[Na+]>CO>[F:1][C@H:2]1[CH2:19][C@@:17]2([CH3:18])[C@@H:13]([CH2:14][CH2:15][C@@H:16]2[OH:20])[C@H:12]2[C@H:3]1[C:4]1[CH:5]=[CH:6][C:7]([OH:28])=[CH:8][C:9]=1[CH2:10][C@H:11]2[CH2:21][CH2:22][CH2:23][CH2:24][CH2:25][NH:26][CH3:27] |f:1.2|. Reported procedure: 880 mg of 11β-fluoro-3-hydroxy-7α-(5-(methyl-amino)-pentyl)-estra-1,3,5(10)-trien-17-one is dissolved in 15 ml of methanol, mixed in portions with 252 mg of sodium borohydride and stirred for 15 minutes at room temperature. For working-up, the reaction solution is added to saturated common salt solution, extracted several times with methylene chloride, the organic phases are washed with water, dried on magnesium sulfate and concentrated by evaporation in a vacuum. 540 mg of 11β-fluoro-7α-(5-(met... Yields the product CN1CCC(OC(=O)C2c3ccccc3Oc3ccccc32)C1. Reaction SMILES: [CH3:29][N:30]1[CH2:31][CH:32]([OH:35])[CH2:33][CH2:34]1.[Cl:18][C:19]([C:20]([Cl:21])=[O:22])=[O:23].[Cl:36][CH:37]([Cl:38])[Cl:39].[O:24]=[CH:25][N:26]([CH3:27])[CH3:28].[cH:1]1[cH:2][cH:3][cH:4][c:5]2[c:14]1[CH:13]([C:15](=[O:16])[OH:17])[c:12]1[c:7]([cH:8][cH:9][cH:10][cH:11]1)[O:6]2>>[cH:1]1[cH:2][cH:3][cH:4][c:5]2[c:14]1[CH:13]([C:15]([O:16][CH:32]1[CH2:31][N:30]([CH3:29])[CH2:34][CH2:33]1)=[O:17])[c:12]1[c:7]([cH:8][cH:9][cH:10][cH:11]1)[O:6]2. Reactants: CN1CCC(O)C1, O=C(Cl)C(=O)Cl, ClC(Cl)Cl, CN(C)C=O, O=C(O)C1c2ccccc2Oc2ccccc21. Starting materials: ClC1=CC=C(CN2C(=NC=3N(C(N(C(C23)=O)CS(=O)(=O)N)=O)C)OC2=CC(=CC=C2)OC(F)(F)F)C=C1 ((7-(4-chlorobenzyl)-3-methyl-2,6-dioxo-8-(3-(trifluoromethoxy)phenoxy)-2,3,6,7-tetrahydro-1H-purin-1-yl)methanesulfonamide), IC (iodomethane), C([O-])([O-])=O.[K+].[K+] (potassium carbonate). Solvent: CN(C)C=O (DMF). Reaction conditions: time 8 hour. Yields the product ClC1=CC=C(CN2C(=NC=3N(C(N(C(C23)=O)CS(=O)(=O)NC)=O)C)OC2=CC(=CC=C2)OC(F)(F)F)C=C1 (1-(7-(4-chlorobenzyl)-3-methyl-2,6-dioxo-8 (3-(trifluoromethoxy)-phenoxy)-2,3,6,7-tetrahydro-1H-purin-1-yl)-N-methylmethanesulfonamide). The yield is 22.3%. As a reaction SMILES: [Cl:1][C:2]1[CH:37]=[CH:36][C:5]([CH2:6][N:7]2[C:15]3[C:14](=[O:16])[N:13]([CH2:17][S:18]([NH2:21])(=[O:20])=[O:19])[C:12](=[O:22])[N:11]([CH3:23])[C:10]=3[N:9]=[C:8]2[O:24][C:25]2[CH:30]=[CH:29][CH:28]=[C:27]([O:31][C:32]([F:35])([F:34])[F:33])[CH:26]=2)=[CH:4][CH:3]=1.IC.[C:40](=O)([O-])[O-].[K+].[K+]>CN(C=O)C>[Cl:1][C:2]1[CH:3]=[CH:4][C:5]([CH2:6][N:7]2[C:15]3[C:14](=[O:16])[N:13]([CH2:17][S:18]([NH:21][CH3:40])(=[O:20])=[O:19])[C:12](=[O:22])[N:11]([CH3:23])[C:10]=3[N:9]=[C:8]2[O:24][C:25]2[CH:30]=[CH:29][CH:28]=[C:27]([O:31][C:32]([F:34])([F:33])[F:35])[CH:26]=2)=[CH:36][CH:37]=1 |f:2.3.4|. Reported procedure: To a solution of 7-(4-chlorobenzyl)-3-methyl-2,6-dioxo-8-(3-(trifluoromethoxy)phenoxy)-2,3,6,7-tetrahydro-1H-purin-1-yl)methanesulfonamide (0.1 g, 0.18 mmol, example 18) in DMF (3 mL) was added iodomethane (16 mg, 0.18 mmol) and potassium carbonate (36 mg, 0.26 mmol). The reaction was stirred at room temperature overnight. The mixture was partitioned between ethyl acetate and water. The organic layers were combined, dried over sodium sulfate, filtered and concentrated. The crude product was puri... Isolated yield 76.8%. Reaction SMILES: [Br:1][CH2:2][CH2:3][CH2:4][CH2:5][CH2:6][CH2:7][CH2:8][CH2:9][CH2:10][CH2:11][CH:12]=[CH:13][CH2:14][CH2:15][CH2:16][CH2:17][CH2:18][OH:19].[H][H]>C(O)C.[Pd]>[Br:1][CH2:2][CH2:3][CH2:4][CH2:5][CH2:6][CH2:7][CH2:8][CH2:9][CH2:10][CH2:11][CH2:12][CH2:13][CH2:14][CH2:15][CH2:16][CH2:17][CH2:18][OH:19]. The solvent is C(C)O (ethanol). Starting materials: BrCCCCCCCCCCC=CCCCCCO (17-Bromoheptadec-6-en-l-ol), [H][H] (hydrogen). Reported procedure: 17-Bromoheptadec-6-en-l-ol (33.8 g) was subjected to hydrogenation in a Paar hydrogenation apparatus (50 psi initial hydrogen pressure), using ethanol as solvent and 10% palladium on charcoal as catalyst, to yield 17-bromoheptadecan-1-ol (26.1 g, 76% yield). Reagents/catalysts: [Pd] (palladium on charcoal). The product is BrCCCCCCCCCCCCCCCCCO (17-bromoheptadecan-1-ol).